This data is from the Open Reaction Database (ORD), a public repository of structured organic reaction records. The task is: describe an organic reaction: reactants, conditions, products, and yield Starting materials: C([O-])([O-])=O.[K+].[K+] (potassium carbonate), ClC1=NC=2NC(N(C(C2N1CC1=CC=C(C=C1)Cl)=O)C)=O (8-chloro-7-(4-chlorobenzyl)-1-methyl-1H-purine-2,6(3H,7H)-dione), ClC1=NC=2NC(N(C(C2N1CC1=CC=C(C=C1)Cl)=O)C)=O (8-chloro-7-(4-chlorobenzyl)-1-methyl-1H-purine-2,6(3H,7H)-dione), BrCC1=CC=CC=C1 ((bromomethyl)benzene). Run in C(C)(=O)OCC (ethyl acetate), O (water), CN(C)C=O (DMF). Reaction conditions: temperature 40 celsius, time 8 hour. The product is C(C1=CC=CC=C1)N1C(N(C(C=2N(C(=NC12)Cl)CC1=CC=C(C=C1)Cl)=O)C)=O (3-benzyl-8-chloro-7-(4-chlorobenzyl)-1-methyl-1H-purine-2,6(3H,7H)-dione). Isolated yield 93.8%. As a reaction SMILES: [Cl:1][C:2]1[N:10]([CH2:11][C:12]2[CH:17]=[CH:16][C:15]([Cl:18])=[CH:14][CH:13]=2)[C:9]2[C:8](=[O:19])[N:7]([CH3:20])[C:6](=[O:21])[NH:5][C:4]=2[N:3]=1.Br[CH2:23][C:24]1[CH:29]=[CH:28][CH:27]=[CH:26][CH:25]=1.C(=O)([O-])[O-].[K+].[K+]>CN(C=O)C.C(OCC)(=O)C.O>[CH2:23]([N:5]1[C:4]2[N:3]=[C:2]([Cl:1])[N:10]([CH2:11][C:12]3[CH:13]=[CH:14][C:15]([Cl:18])=[CH:16][CH:17]=3)[C:9]=2[C:8](=[O:19])[N:7]([CH3:20])[C:6]1=[O:21])[C:24]1[CH:29]=[CH:28][CH:27]=[CH:26][CH:25]=1 |f:2.3.4|. Reported procedure: To a solution of 8-chloro-7-(4-chlorobenzyl)-1-methyl-1H-purine-2,6(3H,7H)-dione (50 mg, 0.154 mmol, intermediate 10) in DMF (3 mL) was added (bromomethyl)benzene (50 mg, 0.29 mmol) followed by potassium carbonate (40 mg, 0.29 mmol). The mixture was stirred at 40° C. overnight. The mixture was diluted with ethyl acetate and water, and the phases were separated. The organic phase was washed with brine, dried over sodium sulfate, filtered and concentrated. The crude product was purified by silica ... Starting materials: C=CCP(=O)(CC=C)C(NC(=O)NCCCC(=O)OCC1c2ccccc2-c2ccccc21)P(=O)(CC=C)CC=C, C1CCNCC1, [Na+], O=C([O-])O, CN(C)C=O. The product is C=CCP(=O)(CC=C)C(NC(=O)NCCCC(=O)O)P(=O)(CC=C)CC=C. RXN SMILES: [CH2:1]([CH:2]=[CH2:3])[P:4](=[O:5])([CH2:6][CH:7]=[CH2:8])[CH:9]([NH:10][C:11]([NH:12][CH2:13][CH2:14][CH2:15][C:16](=[O:17])[O:18][CH2:19][CH:20]1[c:21]2[cH:22][cH:23][cH:24][cH:25][c:26]2-[c:27]2[c:28]1[cH:29][cH:30][cH:31][cH:32]2)=[O:33])[P:34](=[O:35])([CH2:36][CH:37]=[CH2:38])[CH2:39][CH:40]=[CH2:41].[CH2:42]1[CH2:43][CH2:44][NH:45][CH2:46][CH2:47]1.[Na+:57].[O-:53][C:54]([OH:55])=[O:56].[O:48]=[CH:49][N:50]([CH3:51])[CH3:52]>>[CH2:1]([CH:2]=[CH2:3])[P:4](=[O:5])([CH2:6][CH:7]=[CH2:8])[CH:9]([NH:10][C:11]([NH:12][CH2:13][CH2:14][CH2:15][C:16](=[O:17])[OH:18])=[O:33])[P:34](=[O:35])([CH2:36][CH:37]=[CH2:38])[CH2:39][CH:40]=[CH2:41].